Dataset: the Open Reaction Database (ORD), a public repository of structured organic reaction records. Task: describe an organic reaction: reactants, conditions, products, and yield Reactants: CC(C)=O, CCO[Si](CCCl)(OCC)OCC, [N-]=[N+]=[N-], [Na+]. Yields the product CCO[Si](CCN=[N+]=[N-])(OCC)OCC. Reaction SMILES: [CH3:18][C:19](=[O:20])[CH3:21].[Cl:1][CH2:2][CH2:3][Si:4]([O:5][CH2:6][CH3:7])([O:8][CH2:9][CH3:10])[O:11][CH2:12][CH3:13].[N-:15]=[N+:16]=[N-:17].[Na+:14]>>[CH2:2]([CH2:3][Si:4]([O:5][CH2:6][CH3:7])([O:8][CH2:9][CH3:10])[O:11][CH2:12][CH3:13])[N:15]=[N+:16]=[N-:17].